Dataset: the Open Reaction Database (ORD), a public repository of structured organic reaction records. Task: describe an organic reaction: reactants, conditions, products, and yield The reactants are CCO, CCCCC(CCO)Nc1nc(N)nc(C)c1C#CCNC(=O)OC(C)(C)C. Product: CCCCC(CCO)Nc1nc(N)nc(C)c1CCCNC(=O)OC(C)(C)C. Reaction SMILES: [CH3:29][CH2:30][OH:31].[NH2:1][c:2]1[n:3][c:4]([CH3:28])[c:5]([C:17]#[C:18][CH2:19][NH:20][C:21]([O:22][C:23]([CH3:24])([CH3:25])[CH3:26])=[O:27])[c:6]([NH:8][CH:9]([CH2:10][CH2:11][OH:12])[CH2:13][CH2:14][CH2:15][CH3:16])[n:7]1>>[NH2:1][c:2]1[n:3][c:4]([CH3:28])[c:5]([CH2:17][CH2:18][CH2:19][NH:20][C:21]([O:22][C:23]([CH3:24])([CH3:25])[CH3:26])=[O:27])[c:6]([NH:8][CH:9]([CH2:10][CH2:11][OH:12])[CH2:13][CH2:14][CH2:15][CH3:16])[n:7]1. Starting materials: NC=1C2=C(OC1C(=O)OC)C=CC=C2 (methyl 3-aminobenzo[b]furan-2-carboxylate), C(=O)N (formamide). Run at temperature 25 celsius, time 4 hour. The product is N1=CNC(C2=C1C1=C(O2)C=CC=C1)=O (3H-benzofurano[3,2-d]pyrimid-4-one). Isolated yield 46.6%. Reaction SMILES: [NH2:1][C:2]1[C:3]2[CH:14]=[CH:13][CH:12]=[CH:11][C:4]=2[O:5][C:6]=1[C:7](OC)=[O:8].[CH:15]([NH2:17])=O>>[N:1]1[C:2]2[C:3]3[CH:14]=[CH:13][CH:12]=[CH:11][C:4]=3[O:5][C:6]=2[C:7](=[O:8])[NH:17][CH:15]=1. Reported procedure: A solution of methyl 3-aminobenzo[b]furan-2-carboxylate (0.28 g, 1.36 mmol) in formamide (5 mL) is heated at 135 C. for 4 h, then the temperature is raised to 170 C. After 4 h the reaction is cooled to 25° C. and a dark purple solid precipitates. The solid is collected by vacuum filtration and air dried to give 3H-benzofurano[3,2-d]pyrimid-4-one (118 mg, 46.6%). 1H NMR (DMSO) δ13.0 (1H, brs), 8.25 (1H, s), 8.05 (1H, d, J=8.1 Hz), 7.84 (1H, d, J=8.3 Hz), 7.68 (1H, t, J=7.7 Hz), 7.51 (1H, t, J=7.7... Starting materials: O=C(CC(=O)O)NC1=CC=CC=C1 (3-oxo-3-(phenylamino)propanoic acid), C1COC(=O)N1P(=O)(N2CCOC2=O)Cl (BOPCl), FC=1C=C(N)C=CC1OC1=C2C(=NC=C1)C=C(S2)I (3-Fluoro-4-(2-iodothieno[3,2-b]pyridin-7-yloxy)aniline), CCN(C(C)C)C(C)C (iPr2NEt). Run in C(Cl)Cl (DCM), C(Cl)Cl (DCM), C(Cl)Cl (DCM). Reaction conditions: time 15 minute. Product: FC=1C=C(C=CC1OC1=C2C(=NC=C1)C=C(S2)I)NC(CC(=O)NC2=CC=CC=C2)=O (N1-(3-Fluoro-4-(2-iodothieno[3,2-b]pyridin-7-yloxy)phenyl)-N3-phenylmalonamide). The yield is 54.1%. Reaction SMILES: [O:1]=[C:2]([NH:7][C:8]1[CH:13]=[CH:12][CH:11]=[CH:10][CH:9]=1)[CH2:3][C:4](O)=[O:5].C1N(P(Cl)(N2C(=O)OCC2)=O)C(=O)OC1.[F:29][C:30]1[CH:31]=[C:32]([CH:34]=[CH:35][C:36]=1[O:37][C:38]1[CH:43]=[CH:42][N:41]=[C:40]2[CH:44]=[C:45]([I:47])[S:46][C:39]=12)[NH2:33].CCN(C(C)C)C(C)C>C(Cl)Cl>[F:29][C:30]1[CH:31]=[C:32]([NH:33][C:4](=[O:5])[CH2:3][C:2]([NH:7][C:8]2[CH:9]=[CH:10][CH:11]=[CH:12][CH:13]=2)=[O:1])[CH:34]=[CH:35][C:36]=1[O:37][C:38]1[CH:43]=[CH:42][N:41]=[C:40]2[CH:44]=[C:45]([I:47])[S:46][C:39]=12. Reported procedure: A solution of the acid 1 (465 mg, 2.59 mmol) and BOPCl (666 mg, 2.59 mmol) was mixed in DCM (5 mL) at 0° C. and stirred at the same temperature for 15 min. The reaction mixture was then treated with a solution of 410 (500 mg, 1.29 mmol) and iPr2NEt (1.3 mL, 1 g, 7.79 mmol) in DCM (5 mL) at 0° C. and allowed to stir at room temperature for overnight. The mixture was diluted in DCM (30 mL), washed with saturated NaHCO3 solution (30 mL), dried over anhydrous Na2SO4, filtered and concentrated. The r...